This data is from the Open Reaction Database (ORD), a public repository of structured organic reaction records. The task is: describe an organic reaction: reactants, conditions, products, and yield Yields the product COC(=O)C(Cc1cccc(C#N)c1)C1CCCN1C(=O)OC(C)(C)C. The reactants are N#Cc1cccc(CBr)c1, C1CCOC1, C[Si](C)(C)[N-][Si](C)(C)C, COC(=O)CC1CCCN1C(=O)OC(C)(C)C, [Li+]. Reaction SMILES: [Br:28][CH2:29][c:30]1[cH:31][c:32]([C:33]#[N:34])[cH:35][cH:36][cH:37]1.[CH2:38]1[O:39][CH2:40][CH2:41][CH2:42]1.[CH3:18][Si:19]([N-:20][Si:21]([CH3:22])([CH3:23])[CH3:24])([CH3:25])[CH3:26].[CH3:1][O:2][C:3]([CH2:4][CH:5]1[N:6]([C:10](=[O:11])[O:12][C:13]([CH3:14])([CH3:15])[CH3:16])[CH2:7][CH2:8][CH2:9]1)=[O:17].[Li+:27]>>[CH3:1][O:2][C:3]([CH:4]([CH:5]1[N:6]([C:10](=[O:11])[O:12][C:13]([CH3:14])([CH3:15])[CH3:16])[CH2:7][CH2:8][CH2:9]1)[CH2:29][c:30]1[cH:31][c:32]([C:33]#[N:34])[cH:35][cH:36][cH:37]1)=[O:17].